Dataset: the Open Reaction Database (ORD), a public repository of structured organic reaction records. Task: describe an organic reaction: reactants, conditions, products, and yield Starting materials: ClC=1C=C(CN2C(N(C3=CC=CC=C3C2=O)CC(=O)OCC)=O)C=CC1Cl (ethyl 2-[3-(3,4-dichlorobenzyl)-1,2,3,4-tetrahydro-2,4-dioxoquinazolin-1-yl]acetate), [OH-].[Na+] (sodium hydroxide), Cl (hydrochloric acid). The solvent is CO (methanol). The product is ClC=1C=C(CN2C(N(C3=CC=CC=C3C2=O)CC(=O)O)=O)C=CC1Cl (2-[3-(3,4-dichlorobenzyl)-1,2,3,4-tetrahydro-2,4-dioxoquinazolin-1-yl]acetic acid). Isolated yield 96.2%. RXN SMILES: [Cl:1][C:2]1[CH:3]=[C:4]([CH:24]=[CH:25][C:26]=1[Cl:27])[CH2:5][N:6]1[C:15](=[O:16])[C:14]2[C:9](=[CH:10][CH:11]=[CH:12][CH:13]=2)[N:8]([CH2:17][C:18]([O:20]CC)=[O:19])[C:7]1=[O:23].[OH-].[Na+].Cl>CO>[Cl:1][C:2]1[CH:3]=[C:4]([CH:24]=[CH:25][C:26]=1[Cl:27])[CH2:5][N:6]1[C:15](=[O:16])[C:14]2[C:9](=[CH:10][CH:11]=[CH:12][CH:13]=2)[N:8]([CH2:17][C:18]([OH:20])=[O:19])[C:7]1=[O:23] |f:1.2|. Procedure details: A mixture of ethyl 2-[3-(3,4-dichlorobenzyl)-1,2,3,4-tetrahydro-2,4-dioxoquinazolin-1-yl]acetate (1.2 g) and aqueous 1N sodium hydroxide (3 ml) in methanol (25 ml) was refluxed for 1 hour. After cooling, the solvent was removed under reduced pressure to give a residue, which was acidified with aqueous 1N hydrochloric acid and extracted with ethyl acetate. The extract was washed with brine, dried and evaporated. Thus obtained product was purified by recrystallization from isopropyl ether to give ...